Dataset: the Open Reaction Database (ORD), a public repository of structured organic reaction records. Task: describe an organic reaction: reactants, conditions, products, and yield Starting materials: COC(CCC1=CC(=CC=C1)CNCC1=CC=C(C=C1)CC(C)C)=O (3-{3-[(4-isobutyl-benzylamino)-methyl]-phenyl}-propionic acid methyl ester), C1(=CC=CC=C1)S(=O)(=O)Cl (benzenesulfonyl chloride). Run in C(C)N(CC)CC (triethylamine). Product: COC(CCC1=CC(=CC=C1)CN(CC1=CC=C(C=C1)CC(C)C)S(=O)(=O)C1=CC=CC=C1)=O (3-(3-{[Benzenesulfonyl-(4-isobutyl-benzyl)-amino]-methyl}-phenyl)-propionic acid methyl ester). Reaction SMILES: [CH3:1][O:2][C:3](=[O:25])[CH2:4][CH2:5][C:6]1[CH:11]=[CH:10][CH:9]=[C:8]([CH2:12][NH:13][CH2:14][C:15]2[CH:20]=[CH:19][C:18]([CH2:21][CH:22]([CH3:24])[CH3:23])=[CH:17][CH:16]=2)[CH:7]=1.[C:26]1([S:32](Cl)(=[O:34])=[O:33])[CH:31]=[CH:30][CH:29]=[CH:28][CH:27]=1>C(N(CC)CC)C>[CH3:1][O:2][C:3](=[O:25])[CH2:4][CH2:5][C:6]1[CH:11]=[CH:10][CH:9]=[C:8]([CH2:12][N:13]([S:32]([C:26]2[CH:31]=[CH:30][CH:29]=[CH:28][CH:27]=2)(=[O:34])=[O:33])[CH2:14][C:15]2[CH:16]=[CH:17][C:18]([CH2:21][CH:22]([CH3:23])[CH3:24])=[CH:19][CH:20]=2)[CH:7]=1. Procedure details: The title compound of Step B was prepared following the method described in Step A of Example 1 from 3-{3-[(4-isobutyl-benzylamino)-methyl]-phenyl}-propionic acid methyl ester of Step A and benzenesulfonyl chloride using triethylamine in place of N,N-diisopropylethylamine. 1H NMR (400 MHz, CDCl3) δ 7.83 (dd, 2H), 7.57 (m, 1H), 7.52 (m, 2H), 7.11 (m, 1H), 7.03-6.86 (m, 6H), 6.79 (s, 1H), 4.29 (s, 2H), 4.28 (s, 2H), 3.67 (s, 3H), 2.80 (t, 2H), 2.50 (t, 2H), 2.40 (d, 2H), 1.80 (m, 1H), 0.86 (m, 6H)... Reactants: BrC=1C(=NC(=NC1SC)N)C=1OC=CC1 (5-bromo-4-furan-2-yl-6-methylsulfanyl-pyrimidin-2-ylamine), C1(=CC=CC=C1)C1N(O1)S(=O)(=O)C1=CC=CC=C1 (3-phenyl-2-(phenylsulfonyl)oxaziridine). Solvent: ClCCl (dichloromethane). Reaction conditions: time 16 hour. The product is BrC=1C(=NC(=NC1S(=O)C)N)C=1OC=CC1 (5-bromo-4-furan-2-yl-6-methanesulfinyl-pyrimidin-2-ylamine). Yield: 61.0%. RXN SMILES: [Br:1][C:2]1[C:3]([C:11]2[O:12][CH:13]=[CH:14][CH:15]=2)=[N:4][C:5]([NH2:10])=[N:6][C:7]=1[S:8][CH3:9].C1(C2[O:24]N2S(C2C=CC=CC=2)(=O)=O)C=CC=CC=1>ClCCl>[Br:1][C:2]1[C:3]([C:11]2[O:12][CH:13]=[CH:14][CH:15]=2)=[N:4][C:5]([NH2:10])=[N:6][C:7]=1[S:8]([CH3:9])=[O:24]. Procedure details: To a stirred suspension of 350 mg (1.22 mmol) 5-bromo-4-furan-2-yl-6-methylsulfanyl-pyrimidin-2-ylamine in 30 ml dichloromethane was added 1.28 g (4.89 mmol) 3-phenyl-2-(phenylsulfonyl)oxaziridine and stirring continued for 16 hours at room temperature. The reaction mixture was then concentrated in vacuo and the residue recrystallised from hexane/dichloromethane to afford 225 mg (61%) 5-bromo-4-furan-2-yl-6-methanesulfinyl-pyrimidin-2-ylamine as a beige crystalline solid. EI-MS m/e (%): 303 (M{f... The solvent is C1(=CC=CC=C1)C (toluene). As a reaction SMILES: Br[C:2]1[C:3]([O:9][CH2:10][CH2:11][CH2:12][CH3:13])=[N:4][CH:5]=[C:6]([CH3:8])[CH:7]=1.[F:14][C:15]1[CH:20]=[CH:19][C:18]([C:21]([F:24])([F:23])[F:22])=[CH:17][C:16]=1B(O)O.C(=O)([O-])[O-].[Na+].[Na+]>C1(C)C=CC=CC=1>[CH2:10]([O:9][C:3]1[C:2]([C:16]2[CH:17]=[C:18]([C:21]([F:23])([F:24])[F:22])[CH:19]=[CH:20][C:15]=2[F:14])=[CH:7][C:6]([CH3:8])=[CH:5][N:4]=1)[CH2:11][CH2:12][CH3:13] |f:2.3.4|. Reaction conditions: temperature 90 celsius, time 18 hour. Procedure: 3-Bromo-2-butoxy-5-methyl-pyridine (0.96 g, 3.9 mmol) was dissolved in toluene (6 mL). To this solution was added [2-fluoro-5-(trifluoromethyl)phenyl]-boronic acid (1.2 g, 5.9 mmol), [1,1′-bis(diphenylphosphino)ferrocene]dichloropalladium(II) dichloro-methane complex (161 mg), and 2 N sodium carbonate solution (5.9 mL). The whole mixture was heated with stirring at 90° C. for 18 h, cooled to room temperature and eluted with ethyl acetate over 10 g ChemElut (Varian). The solvent was evaporated an... Yields the product C(CCC)OC1=NC=C(C=C1C1=C(C=CC(=C1)C(F)(F)F)F)C (2-Butoxy-3-(2-fluoro-5-trifluoromethyl-phenyl)-5-methyl-pyridine). Isolated yield 77.6%. Starting materials: FC1=C(C=C(C=C1)C(F)(F)F)B(O)O ([2-fluoro-5-(trifluoromethyl)phenyl]-boronic acid), C([O-])([O-])=O.[Na+].[Na+] (sodium carbonate), BrC=1C(=NC=C(C1)C)OCCCC (3-Bromo-2-butoxy-5-methyl-pyridine). Reactants: [H-].[Na+] (sodium hydride), CS(=O)C (dimethyl sulfoxide), [Cl-].[NH4+] (ammonium chloride), CCOC(=O)C (AcOEt), O=C1CCCCC=2SC=CC21 (4-oxo-5,6,7,8-tetrahydro-4H-cyclohepta[b]thiophene). The reagents and catalysts are [Br-].C(CCC)[P+](C1=CC=CC=C1)(C1=CC=CC=C1)C1=CC=CC=C1 (n-butyl-triphenylphosphonium bromide). Solvent: C1CCOC1 (THF). Reaction conditions: temperature 70 celsius, time 2 hour. Yields the product C(CCC)=C1CCCCC=2SC=CC21 (4-n-butylidene-5,6,7,8-tetrahydro-4H-cyclohepta[b]thiophene). Reaction SMILES: [H-].[Na+].[CH3:3][S:4]([CH3:6])=O.O=[C:8]1[C:17]2[CH:16]=[CH:15]S[C:13]=2[CH2:12][CH2:11][CH2:10][CH2:9]1.[Cl-].[NH4+].[CH3:20][CH2:21]OC(C)=O>[Br-].C([P+](C1C=CC=CC=1)(C1C=CC=CC=1)C1C=CC=CC=1)CCC.C1COCC1>[CH:8](=[C:17]1[C:16]2[CH:15]=[CH:6][S:4][C:3]=2[CH2:10][CH2:11][CH2:12][CH2:13]1)[CH2:9][CH2:20][CH3:21] |f:0.1,4.5,7.8|. Procedure details: A mixture of sodium hydride (NaH) (60% in Nujol, 0.69 g) and dimethyl sulfoxide (DMSO) (9 ml) was stirred at 70° C. for 2 hours. After cooling to r.t., THF (6 ml) and n-butyl-triphenylphosphonium bromide (7.26 g) were added thereto. The reaction mixture was stirred at r.t. for 1 hour, and then 4-oxo-5,6,7,8-tetrahydro-4H-cyclohepta[b]thiophene (1.44 g) was added. The mixture was stirred at r.t. overnight and poured into a mixture of a saturated aqueous solution of ammonium chloride (NH4Cl) and A... Starting materials: CC(CCC[C@H](C)O)C ((2S)-6-methylheptan-2-ol), [H-].[Na+] (Sodium hydride), O (water), C(C=C)Br (allyl bromide). The solvent is CN(C=O)C (dimethylformamide), CN(C=O)C (dimethylformamide). Conditions: time 1 hour. Yields the product C[C@@H](CCCC(C)C)OCC=C (3-{[(1S)-1,5-dimethylhexyl]oxy}prop-1-ene). The yield is 66.0%. RXN SMILES: [H-].[Na+].[CH3:3][CH:4]([CH3:11])[CH2:5][CH2:6][CH2:7][C@@H:8]([OH:10])[CH3:9].[CH2:12](Br)[CH:13]=[CH2:14].O>CN(C)C=O>[CH3:9][C@H:8]([O:10][CH2:14][CH:13]=[CH2:12])[CH2:7][CH2:6][CH2:5][CH:4]([CH3:11])[CH3:3] |f:0.1|. Procedure: Sodium hydride (60% dispersion in mineral oil, 2.9 g, 72 mmol) and dimethylformamide (100 mL) were charged to a 250 mL three-necked flask fitted with thermocouple, magnetic stirrer, condenser and dropping funnel. To the reaction mixture was added a solution of (2S)-6-methylheptan-2-ol (3.1 g, 24 mmol) in dimethylformamide (10 mL). This reaction mixture was stirred at room temperature for 1 hr then allyl bromide (8.6 g, 72 mmol) was added dropwise over 10 minutes ensuring the reaction temperature...